This data is from the Open Reaction Database (ORD), a public repository of structured organic reaction records. The task is: describe an organic reaction: reactants, conditions, products, and yield Product: CCCCCCCCC#CCC#CCSCCO. Starting materials: C[O-], CO, CCCCCCCCC#CCC#CCCl, [Na+], O, OCCS. RXN SMILES: [CH3:1][O-:2].[CH3:24][OH:25].[Cl:8][CH2:9][C:10]#[C:11][CH2:12][C:13]#[C:14][CH2:15][CH2:16][CH2:17][CH2:18][CH2:19][CH2:20][CH2:21][CH3:22].[Na+:3].[OH2:23].[SH:4][CH2:5][CH2:6][OH:7]>>[S:4]([CH2:5][CH2:6][OH:7])[CH2:9][C:10]#[C:11][CH2:12][C:13]#[C:14][CH2:15][CH2:16][CH2:17][CH2:18][CH2:19][CH2:20][CH2:21][CH3:22]. Reactants: Cc1cc(NC(=O)NCc2ccc3c(c2)CN(C2CCC(=O)NC2=O)C3=O)ccc1O[Si](C)(C)C(C)(C)C, ClCCl, Cl. RXN SMILES: [C:1]([Si:2]([CH3:3])([CH3:4])[O:6][c:7]1[c:8]([CH3:36])[cH:9][c:10]([NH:13][C:14](=[O:15])[NH:16][CH2:17][c:18]2[cH:19][c:20]3[c:24]([cH:25][cH:26]2)[C:23](=[O:27])[N:22]([CH:28]2[C:29](=[O:35])[NH:30][C:31](=[O:34])[CH2:32][CH2:33]2)[CH2:21]3)[cH:11][cH:12]1)([CH3:5])([CH3:37])[CH3:38].[CH2:40]([Cl:41])[Cl:42].[ClH:39]>>[OH:6][c:7]1[c:8]([CH3:36])[cH:9][c:10]([NH:13][C:14](=[O:15])[NH:16][CH2:17][c:18]2[cH:19][c:20]3[c:24]([cH:25][cH:26]2)[C:23](=[O:27])[N:22]([CH:28]2[C:29](=[O:35])[NH:30][C:31](=[O:34])[CH2:32][CH2:33]2)[CH2:21]3)[cH:11][cH:12]1. Yields the product Cc1cc(NC(=O)NCc2ccc3c(c2)CN(C2CCC(=O)NC2=O)C3=O)ccc1O. The reactants are FC(C(C1=C2C=CN(C2=C(C=C1SC)C)S(=O)(=O)C1=CC=C(C)C=C1)(O)C1=NC2=C(N1COCC[Si](C)(C)C)C=CC(=C2)C#N)(F)F ((±)-2-(2,2,2-trifluoro-1-hydroxy-1-(7-methyl-5-(methylthio)-1-tosyl-1H-indol-4-yl)ethyl)-1-((2-(trimethylsilyl)ethoxy)methyl)-1H-benzo[d]imidazole-5-carbonitrile), FC(C(C1=C2C=CN(C2=C(C=C1SC)C)S(=O)(=O)C1=CC=C(C)C=C1)(O)C1=NC2=C(N1COCC[Si](C)(C)C)C=C(C=C2)C#N)(F)F ((±)-2-(2,2,2-trifluoro-1-hydroxy-1-(7-methyl-5-(methylthio)-1-tosyl-1H-indol-4-yl)ethyl)-1-((2-(trimethylsilyl)ethoxy)methyl)-1H-benzo[d]imidazole-6-carbonitrile), Cl (HCl). Run at temperature 60 celsius. The product is FC(C(C1=C2C=CN(C2=C(C=C1SC)C)S(=O)(=O)C1=CC=C(C)C=C1)(O)C1=NC2=C(N1)C=CC(=C2)C#N)(F)F ((±)-2-(2,2,2-Trifluoro-1-hydroxy-1-(7-methyl-5-(methylthio)-1-tosyl-1H-indol-4-yl)ethyl)-1H-benzo[d]imidazole-5-carbonitrile). Reaction SMILES: [F:1][C:2]([F:47])([F:46])[C:3]([C:27]1[N:31](COCC[Si](C)(C)C)[C:30]2[CH:40]=[CH:41][C:42]([C:44]#[N:45])=[CH:43][C:29]=2[N:28]=1)([OH:26])[C:4]1[C:12]([S:13][CH3:14])=[CH:11][C:10]([CH3:15])=[C:9]2[C:5]=1[CH:6]=[CH:7][N:8]2[S:16]([C:19]1[CH:25]=[CH:24][C:22]([CH3:23])=[CH:21][CH:20]=1)(=[O:18])=[O:17].FC(F)(F)C(C1N(COCC[Si](C)(C)C)C2C=C(C#N)C=CC=2N=1)(O)C1C(SC)=CC(C)=C2C=1C=CN2S(C1C=CC(C)=CC=1)(=O)=O.Cl>>[F:47][C:2]([F:1])([F:46])[C:3]([C:27]1[NH:31][C:30]2[CH:40]=[CH:41][C:42]([C:44]#[N:45])=[CH:43][C:29]=2[N:28]=1)([OH:26])[C:4]1[C:12]([S:13][CH3:14])=[CH:11][C:10]([CH3:15])=[C:9]2[C:5]=1[CH:6]=[CH:7][N:8]2[S:16]([C:19]1[CH:20]=[CH:21][C:22]([CH3:23])=[CH:24][CH:25]=1)(=[O:18])=[O:17]. Procedure details: To a mixture of (±)-2-(2,2,2-trifluoro-1-hydroxy-1-(7-methyl-5-(methylthio)-1-tosyl-1H-indol-4-yl)ethyl)-1-((2-(trimethylsilyl)ethoxy)methyl)-1H-benzo[d]imidazole-5-carbonitrile and (±)-2-(2,2,2-trifluoro-1-hydroxy-1-(7-methyl-5-(methylthio)-1-tosyl-1H-indol-4-yl)ethyl)-1-((2-(trimethylsilyl)ethoxy)methyl)-1H-benzo[d]imidazole-6-carbonitrile (246 mg, 0.351 mmol) was added HCl (1.25M in MeOH, 2.8 mL, 3.51 mmol) and the mixture was stirred at 60° C. After 30 minutes the reaction was cooled to room... The reactants are [H-].[Na+] (Sodium hydride), C(C1=CC=CC=C1)N1N=C(C(=C1)C=O)OCC1=CC=CC=C1 (1-benzyl-3-benzyloxy-1H-pyrazole-4-carbaldehyde), C(C)OP(=O)(OCC)CC(=O)OCC (ethyl diethylphosphonoacetate), CN(C=O)C (N,N-dimethylformamide). Solvent: O (water). Reaction conditions: time 2 hour. Product: C(C1=CC=CC=C1)N1N=C(C(=C1)/C=C/C(=O)OCC)OCC1=CC=CC=C1 (ethyl(E)-3-(1-benzyl-3-benzyloxy-1H-pyrazol-4-yl)propenoate). Yield: 91.0%. Reaction SMILES: [H-].[Na+].[CH2:3]([N:10]1[CH:14]=[C:13]([CH:15]=O)[C:12]([O:17][CH2:18][C:19]2[CH:24]=[CH:23][CH:22]=[CH:21][CH:20]=2)=[N:11]1)[C:4]1[CH:9]=[CH:8][CH:7]=[CH:6][CH:5]=1.C(OP([CH2:33][C:34]([O:36][CH2:37][CH3:38])=[O:35])(OCC)=O)C.CN(C)C=O>O>[CH2:3]([N:10]1[CH:14]=[C:13](/[CH:15]=[CH:33]/[C:34]([O:36][CH2:37][CH3:38])=[O:35])[C:12]([O:17][CH2:18][C:19]2[CH:24]=[CH:23][CH:22]=[CH:21][CH:20]=2)=[N:11]1)[C:4]1[CH:9]=[CH:8][CH:7]=[CH:6][CH:5]=1 |f:0.1|. Reported procedure: Sodium hydride (60%, oily, 1.94 g) was added to a mixture of 1-benzyl-3-benzyloxy-1H-pyrazole-4-carbaldehyde (12.90 g), ethyl diethylphosphonoacetate (9.60 ml), and N,N-dimethylformamide (200 ml) at 0° C., and the mixture was stirred at room temperature for 2 hours. The reaction mixture was poured into water, which was extracted with ethyl acetate. The ethyl acetate layer was washed with diluted hydrochloric acid and then with saturated aqueous sodium chloride solution, dried (MgSO4), and then c...